This data is from the Open Reaction Database (ORD), a public repository of structured organic reaction records. The task is: describe an organic reaction: reactants, conditions, products, and yield Starting materials: C(C)(=O)NC1=CC=C(C=C1)CCC=O (3-(4-acetamidophenyl)propanal), Cl.O(C)N (methoxylamine hydrochloride), Cl (hydrochloric acid), B (Borane). The solvent is CO (methanol), N1=CC=CC=C1 (pyridine), CO (Methanol). Reaction conditions: temperature 70 celsius. The product is CONCCCC1=CC=C(C=C1)NC(C)=O (N-[4-(3-methoxyamino-propyl)-phenyl]-acetamide). RXN SMILES: [C:1]([NH:4][C:5]1[CH:10]=[CH:9][C:8]([CH2:11][CH2:12][CH:13]=O)=[CH:7][CH:6]=1)(=[O:3])[CH3:2].Cl.[O:16]([NH2:18])[CH3:17].B.Cl>CO.N1C=CC=CC=1>[CH3:17][O:16][NH:18][CH2:13][CH2:12][CH2:11][C:8]1[CH:7]=[CH:6][C:5]([NH:4][C:1](=[O:3])[CH3:2])=[CH:10][CH:9]=1 |f:1.2|. Procedure details: A mixture of 3-(4-acetamidophenyl)propanal (96 mg, 0.50 mmol), methoxylamine hydrochloride (92 mg, 1.1 mmol), and pyridine (110 μL) in methanol (0.7 mL) is heated in a 70° C. oil bath for 18 hours and then allowed to cool to room temperature. Methanol (1 mL) is added and the mixture is cooled to 0° C. in an ice-water bath. Borane.pyridine complex (0.11 mL, 1.1 mmol) is added, followed by the dropwise addition of 10% aqueous hydrochloric acid. The mixture is allowed to warm to room temperature an... The reactants are N[C@@H](C(=O)O)CO ((R)-2-amino-3-hydroxypropanoic acid), S(=O)(Cl)Cl (thionyl chloride), CO (methanol). Product: Cl.N[C@@H](C(=O)OC)CO ((R)-methyl 2-amino-3-hydroxypropanoate hydrochloride salt). Yield: 100.0%. RXN SMILES: [NH2:1][C@H:2]([CH2:6][OH:7])[C:3]([OH:5])=[O:4].S(Cl)([Cl:10])=O.[CH3:12]O>>[ClH:10].[NH2:1][C@H:2]([CH2:6][OH:7])[C:3]([O:5][CH3:12])=[O:4] |f:3.4|. Procedure details: To a solution of (R)-2-amino-3-hydroxypropanoic acid (105 g, 1 mol) in methanol (1200 mL) was added thionyl chloride (87.6 mL, 142.8 g, 1.2 mol) dropwise at 0° C. After addition, the reaction mixture was heated at reflux for 12 h. Volatiles were evaporated to give the (R)-methyl 2-amino-3-hydroxypropanoate hydrochloride salt (155 g, yield 100%) as a solid that was used in the next step without further purification. 1H NMR (CDCl3, 400 MHz) δ 8.51 (brs, 2H), 4.08 (s, 1H), 3.79 (m, 2H), 3.71 (s, 3H... The reactants are Cn1c(C=O)nc2ccccc21, CC(C)Oc1ccc(CCC2(C3CCCC3)CC(=O)CC(=O)O2)cc1F. Yields the product CC(C)Oc1ccc(CCC2(C3CCCC3)CC(O)=C(Cc3nc4ccccc4n3C)C(=O)O2)cc1F. Reaction SMILES: [CH3:27][n:28]1[c:29]([CH:37]=[O:38])[n:30][c:31]2[c:32]1[cH:33][cH:34][cH:35][cH:36]2.[CH:1]1([C:6]2([CH2:14][CH2:15][c:16]3[cH:17][c:18]([F:26])[c:19]([O:22][CH:23]([CH3:24])[CH3:25])[cH:20][cH:21]3)[CH2:7][C:8](=[O:13])[CH2:9][C:10](=[O:12])[O:11]2)[CH2:2][CH2:3][CH2:4][CH2:5]1>>[CH:1]1([C:6]2([CH2:14][CH2:15][c:16]3[cH:17][c:18]([F:26])[c:19]([O:22][CH:23]([CH3:24])[CH3:25])[cH:20][cH:21]3)[CH2:7][C:8]([OH:13])=[C:9]([CH2:37][c:29]3[n:28]([CH3:27])[c:32]4[c:31]([n:30]3)[cH:36][cH:35][cH:34][cH:33]4)[C:10](=[O:12])[O:11]2)[CH2:2][CH2:3][CH2:4][CH2:5]1. Starting materials: ClC1=C(OC2=C1C=CC=C2)CNC ((3-chlorobenzofuran-2-yl)-N-methylmethanamine), O=C1NC2=C(OC1)C=C(C=N2)/C=C/C(=O)O ((E)-3-(3-oxo-3,4-dihydro-2H-pyrido[3,2-b][1,4]oxazin-7-yl)acrylic acid), ON1N=NC2=C1C=CC=C2 (1-hydroxybenzotriazole), C(C)(C)N(CC)C(C)C (diisopropylethylamine), CN(CCCN=C=NCC)C (N-(3-dimethylaminopropyl)-N′-ethylcarbodiimide). Run in O (water), CN(C)C=O (DMF). Reaction conditions: time 8 hour. Product: ClC1=C(OC2=C1C=CC=C2)CN(C(\C=C\C2=CC=1OCC(NC1N=C2)=O)=O)C ((E)-N-((3-chlorobenzofuran-2-yl)methyl)-N-methyl-3-(3-oxo-3,4-dihydro-2H-pyrido[3,2-b][1,4]oxazin-7-yl)acrylamide). The yield is 30.1%. As a reaction SMILES: [Cl:1][C:2]1[C:6]2[CH:7]=[CH:8][CH:9]=[CH:10][C:5]=2[O:4][C:3]=1[CH2:11][NH:12][CH3:13].[O:14]=[C:15]1[CH2:20][O:19][C:18]2[CH:21]=[C:22](/[CH:25]=[CH:26]/[C:27]([OH:29])=O)[CH:23]=[N:24][C:17]=2[NH:16]1.ON1C2C=CC=CC=2N=N1.C(N(C(C)C)CC)(C)C.CN(C)CCCN=C=NCC>CN(C=O)C.O>[Cl:1][C:2]1[C:6]2[CH:7]=[CH:8][CH:9]=[CH:10][C:5]=2[O:4][C:3]=1[CH2:11][N:12]([CH3:13])[C:27](=[O:29])/[CH:26]=[CH:25]/[C:22]1[CH:23]=[N:24][C:17]2[NH:16][C:15](=[O:14])[CH2:20][O:19][C:18]=2[CH:21]=1. Procedure details: To a solution of (3-chlorobenzofuran-2-yl)-N-methylmethanamine (100 mg, 0.51 mmol) in DMF (5 mL) were added in sequential order (E)-3-(3-oxo-3,4-dihydro-2H-pyrido[3,2-b][1,4]oxazin-7-yl)acrylic acid (107 mg, 0.46 mmol), 1-hydroxybenzotriazole (71 mg, 0.51 mmol), diisopropylethylamine (243 uL, 1.39 mmol), and N-(3-dimethylaminopropyl)-N′-ethylcarbodiimide (102 mg, 0.51 mmol). The mixture was stirred at room temperature overnight, cooled in an ice bath and water was added with rapid stirring. The ... Starting materials: NC1=CC=C(C=C1)OCCN(C1=CC(=C(C#N)C=C1)C(F)(F)F)CC(F)(F)F (4-[{2-[(4-aminophenyl)oxy]ethyl}(2,2,2-trifluoroethyl)amino]-2-(trifluoromethyl)benzonitrile), [Si](C)(C)(C)N=C=O (TMS-isocyanate), [Si](C)(C)(C)N=C=O (TMS-isocyanate). Reagents/catalysts: CN(C)C=1C=CN=CC1 (DMAP). Run in C(Cl)Cl (CH2Cl2). Conditions: time 8 hour. Product: C(#N)C1=C(C=C(C=C1)N(CCOC1=CC=C(C=C1)NC(=O)N)CC(F)(F)F)C(F)(F)F (N-[4-({2-[[4-Cyano-3-(trifluoromethyl)phenyl](2,2,2-trifluoroethyl)amino]ethyl}oxy)phenyl]urea). Isolated yield 40.1%. Reaction SMILES: [NH2:1][C:2]1[CH:7]=[CH:6][C:5]([O:8][CH2:9][CH2:10][N:11]([CH2:24][C:25]([F:28])([F:27])[F:26])[C:12]2[CH:19]=[CH:18][C:15]([C:16]#[N:17])=[C:14]([C:20]([F:23])([F:22])[F:21])[CH:13]=2)=[CH:4][CH:3]=1.[Si]([N:33]=[C:34]=[O:35])(C)(C)C>C(Cl)Cl.CN(C1C=CN=CC=1)C>[C:16]([C:15]1[CH:18]=[CH:19][C:12]([N:11]([CH2:24][C:25]([F:26])([F:27])[F:28])[CH2:10][CH2:9][O:8][C:5]2[CH:6]=[CH:7][C:2]([NH:1][C:34]([NH2:33])=[O:35])=[CH:3][CH:4]=2)=[CH:13][C:14]=1[C:20]([F:21])([F:22])[F:23])#[N:17]. Reported procedure: To a solution of 4-[{2-[(4-aminophenyl)oxy]ethyl}(2,2,2-trifluoroethyl)amino]-2-(trifluoromethyl)benzonitrile (0.105 g, 0.25 mmol; Example 28A) in dry CH2Cl2 (5 mL) at room temp, under N2, was added TMS-isocyanate (0.05 mL, 0.29 mmol) and the mixture was stirred overnight. After 12 h, an additional portion of TMS-isocyanate (0.09 mL, 0.58 mmol) and DMAP (0.003 g, 0.025 mmol) was added and stirring continued. After 2 h, the mixture was quenched with 10% v/v HCl and the whole extracted with EtOAc ...